Dataset: the Open Reaction Database (ORD), a public repository of structured organic reaction records. Task: describe an organic reaction: reactants, conditions, products, and yield Reactants: N1C=NC=C1 (imidazole), ClC=1N=C(C2=C(N1)SC(=C2)CC)NCC2=CC1=C(C=C2)OCCO1 (2-chloro-6-ethyl-4-(3,4-ethylendioxybenzylamino)-thieno-[2,3-d]-pyrimidine). The product is N1(C=NC=C1)C=1N=C(C2=C(N1)SC(=C2)CC)NCC2=CC1=C(C=C2)OCCO1 (2-(imidazol-1-yl)-6-ethyl-4-(3,4-ethylendioxybenzylamino)-thieno-[2,3-d]-pyrimidine). Reaction SMILES: [NH:1]1[CH:5]=[CH:4][N:3]=[CH:2]1.Cl[C:7]1[N:8]=[C:9]([NH:18][CH2:19][C:20]2[CH:25]=[CH:24][C:23]3[O:26][CH2:27][CH2:28][O:29][C:22]=3[CH:21]=2)[C:10]2[CH:15]=[C:14]([CH2:16][CH3:17])[S:13][C:11]=2[N:12]=1>>[N:1]1([C:7]2[N:8]=[C:9]([NH:18][CH2:19][C:20]3[CH:25]=[CH:24][C:23]4[O:26][CH2:27][CH2:28][O:29][C:22]=4[CH:21]=3)[C:10]3[CH:15]=[C:14]([CH2:16][CH3:17])[S:13][C:11]=3[N:12]=2)[CH:5]=[CH:4][N:3]=[CH:2]1. Procedure details: Following the procedure of Example 97, the reaction of imidazole with 2-chloro-6-ethyl-4-(3,4-ethylendioxybenzylamino)-thieno-[2,3-d]-pyrimidine gives 2-(imidazol-1-yl)-6-ethyl-4-(3,4-ethylendioxybenzylamino)-thieno-[2,3-d]-pyrimidine. The reactants are NC=1C=C2C=CC=NC2=CC1 (6-aminoquinoline), C(C1=CC=CC=C1)N=C=O (benzyl isocyanate). Yields the product C(C1=CC=CC=C1)NC(=O)NC=1C=C2C=CC=NC2=CC1 (N-benzyl-N′-[quinolin-6-yl]urea). Reaction SMILES: [NH2:1][C:2]1[CH:3]=[C:4]2[C:9](=[CH:10][CH:11]=1)[N:8]=[CH:7][CH:6]=[CH:5]2.[CH2:12]([N:19]=[C:20]=[O:21])[C:13]1[CH:18]=[CH:17][CH:16]=[CH:15][CH:14]=1>>[CH2:12]([NH:19][C:20]([NH:1][C:2]1[CH:3]=[C:4]2[C:9](=[CH:10][CH:11]=1)[N:8]=[CH:7][CH:6]=[CH:5]2)=[O:21])[C:13]1[CH:18]=[CH:17][CH:16]=[CH:15][CH:14]=1. Reported procedure: Prepared from 6-aminoquinoline and benzyl isocyanate. m/z (ES+) 278 (M+H)+.